This data is from the Open Reaction Database (ORD), a public repository of structured organic reaction records. The task is: describe an organic reaction: reactants, conditions, products, and yield The reactants are COc1ccc(C(=O)c2cccs2)c2oc(C(=O)O)c(C)c12, ClC(Cl)Cl, Cl, [Cu], c1ccc2ncccc2c1. The product is COc1ccc(C(=O)c2cccs2)c2occ(C)c12. RXN SMILES: [CH3:1][c:2]1[c:3]([C:20]([OH:21])=[O:22])[o:4][c:5]2[c:6]1[c:7]([O:18][CH3:19])[cH:8][cH:9][c:10]2[C:11](=[O:12])[c:13]1[s:14][cH:15][cH:16][cH:17]1.[CH:35]([Cl:36])([Cl:37])[Cl:38].[ClH:33].[Cu:34].[cH:23]1[cH:24][c:25]2[c:26]([n:27][cH:28][cH:29][cH:30]2)[cH:31][cH:32]1>>[CH3:1][c:2]1[cH:3][o:4][c:5]2[c:6]1[c:7]([O:18][CH3:19])[cH:8][cH:9][c:10]2[C:11](=[O:12])[c:13]1[s:14][cH:15][cH:16][cH:17]1. The reactants are FC(C(=O)NCCC1=CC(=C(C=C1)OC)S(=O)(=O)N1CCN(CC1)C)(F)F (2,2,2-trifluoro-N-(2-{4-methoxy-3-[(4-methylpiperazin-1-yl) sulfonyl]phenyl}ethyl) acetamide), C(=O)([O-])[O-].[K+].[K+] (K2CO3), Cl (HCl). The solvent is CO (MeOH), O (H2O), CO (MeOH). Reaction conditions: temperature 60 celsius, time 2 hour. Product: Cl.Cl.COC1=C(C=C(C=C1)CCN)S(=O)(=O)N1CCN(CC1)C ((2-{4-methoxy-3-[(4-methylpiperazin-1-yl)sulfonyl]phenyl} ethyl)amine dihydrochloride). Reaction SMILES: FC(F)(F)C([NH:5][CH2:6][CH2:7][C:8]1[CH:13]=[CH:12][C:11]([O:14][CH3:15])=[C:10]([S:16]([N:19]2[CH2:24][CH2:23][N:22]([CH3:25])[CH2:21][CH2:20]2)(=[O:18])=[O:17])[CH:9]=1)=O.C([O-])([O-])=O.[K+].[K+].[ClH:34]>CO.O>[ClH:34].[ClH:34].[CH3:15][O:14][C:11]1[CH:12]=[CH:13][C:8]([CH2:7][CH2:6][NH2:5])=[CH:9][C:10]=1[S:16]([N:19]1[CH2:20][CH2:21][N:22]([CH3:25])[CH2:23][CH2:24]1)(=[O:17])=[O:18] |f:1.2.3,7.8.9|. Procedure details: To a solution of 2,2,2-trifluoro-N-(2-{4-methoxy-3-[(4-methylpiperazin-1-yl)sulfonyl]-phenyl}ethyl) acetamide (from Step 2), (1.25 g, 3.05 mmol) in MeOH (30 mL) and H2O (8 mL) was added K2CO3 (2.11 g, 15.3 mmol), and the solution was stirred at 60° C. for 2 h. After cooling to rt, the MeOH was evaporated under reduced pressure. The remaining aqueous mixture was extracted with CH2Cl2 (6×50 mL), and the combined organic phases were dried (Na2SO4), filtered, and concentrated under reduced pressure.... Starting materials: SC1=CC=C(C=C1)CN(CCCN(CCCN(C(=O)OC(C)(C)C)CC1=CC=C(C=C1)S)C(=O)OC(C)(C)C)C(=O)OC(C)(C)C (1,9-bis[(4-mercaptophenyl)methyl]-1,5,9-tri(t-butyloxycarbonyl)-1,5,9-triazanonane), Cl (hydrochloric acid). Yields the product Cl.Cl.Cl.SC1=CC=C(C=C1)CNCCCNCCCNCC1=CC=C(C=C1)S (1,9-Bis[(4-mercaptophenyl)methyl]-1,5,9-triazanonane, trihydrochloride). As a reaction SMILES: [SH:1][C:2]1[CH:7]=[CH:6][C:5]([CH2:8][N:9](C(OC(C)(C)C)=O)[CH2:10][CH2:11][CH2:12][N:13](C(OC(C)(C)C)=O)[CH2:14][CH2:15][CH2:16][N:17]([CH2:25][C:26]2[CH:31]=[CH:30][C:29]([SH:32])=[CH:28][CH:27]=2)C(OC(C)(C)C)=O)=[CH:4][CH:3]=1.[ClH:47]>>[ClH:47].[ClH:47].[ClH:47].[SH:1][C:2]1[CH:3]=[CH:4][C:5]([CH2:8][NH:9][CH2:10][CH2:11][CH2:12][NH:13][CH2:14][CH2:15][CH2:16][NH:17][CH2:25][C:26]2[CH:27]=[CH:28][C:29]([SH:32])=[CH:30][CH:31]=2)=[CH:6][CH:7]=1 |f:2.3.4.5|. Reported procedure: Dissolve 1,9-bis[(4-mercaptophenyl)methyl]-1,5,9-tri(t-butyloxycarbonyl)-1,5,9-triazanonane (4.75 g, 10 mmol) in saturated methanolic hydrochloric acid (100 mL). Stir for several hours and evaporate the solvent in vacuo to give the title compound. Starting materials: C1(=CC=CC=C1)N1CNC(C12CCNCC2)=O (1-phenyl-1,3,8-triazaspiro[4,5]decan-4-one), ClCC1OC2=C(N(C1)C1=CC=CC=C1)C=CC=C2 (2-chloromethyl-4-phenyl-2,3-dihydro-4H-1,4-benzoxazine), O (water). Run in CN(C=O)C (dimethylformamide). Reaction conditions: temperature 90 celsius. The product is C1(=CC=CC=C1)N1CNC(C12CCN(CC2)C2(OC1=C(N(C2)C2=CC=CC=C2)C=CC=C1)C)=O (2-(1-phenyl-1,3,8-triazaspiro[4,5]decan-4-one-8-yl)-methyl-4-phenyl-2,3-dihydro-4H-1,4-benzoxazine). Yield: 38.5%. Reaction SMILES: [C:1]1([N:7]2[C:11]3([CH2:16][CH2:15][NH:14][CH2:13][CH2:12]3)[C:10](=[O:17])[NH:9][CH2:8]2)[CH:6]=[CH:5][CH:4]=[CH:3][CH:2]=1.Cl[CH2:19][CH:20]1[CH2:25][N:24]([C:26]2[CH:31]=[CH:30][CH:29]=[CH:28][CH:27]=2)[C:23]2[CH:32]=[CH:33][CH:34]=[CH:35][C:22]=2[O:21]1.O>CN(C)C=O>[C:1]1([N:7]2[C:11]3([CH2:12][CH2:13][N:14]([C:20]4([CH3:19])[CH2:25][N:24]([C:26]5[CH:31]=[CH:30][CH:29]=[CH:28][CH:27]=5)[C:23]5[CH:32]=[CH:33][CH:34]=[CH:35][C:22]=5[O:21]4)[CH2:15][CH2:16]3)[C:10](=[O:17])[NH:9][CH2:8]2)[CH:2]=[CH:3][CH:4]=[CH:5][CH:6]=1. Reported procedure: 1-phenyl-1,3,8-triazaspiro[4,5]decan-4-one (2.03 g; 8.8 mmol) is added to a stirred solution of 2-chloromethyl-4-phenyl-2,3-dihydro-4H-1,4-benzoxazine (1.29 g; 4 mmol) in dimethylformamide (20 ml). The reacting mixture is heated at 90° C. for 8 hours. After cooling, water (100 ml) is added and the product is extracted twice with ethyl acetate (80 ml). The organic layer is washed twice with water (30 ml) and dried over anhydrous sodium sulphate. The solid residue, obtained after evaporation of th... Reactants: CC(C)(C)C(Br)C(=O)[O-], CC(C)c1ccc(N(CCCc2cccc(O)c2)Cc2ccc(OC(F)(F)F)cc2)nc1, O=C(O)C(F)(F)F. The product is CC(C)c1ccc(N(CCCc2cccc(OCC(=O)O)c2)Cc2ccc(OC(F)(F)F)cc2)nc1. RXN SMILES: [C:33]([CH3:35])([CH3:36])([CH:37]([Br:34])[C:38](=[O:39])[O-:40])[CH3:41].[CH:1]([CH3:2])([CH3:3])[c:4]1[cH:5][cH:6][c:7]([N:10]([CH2:11][CH2:12][CH2:13][c:14]2[cH:15][c:16]([OH:20])[cH:17][cH:18][cH:19]2)[CH2:21][c:22]2[cH:23][cH:24][c:25]([O:28][C:29]([F:30])([F:31])[F:32])[cH:26][cH:27]2)[n:8][cH:9]1.[F:42][C:43]([F:44])([F:45])[C:46]([OH:47])=[O:48]>>[CH:1]([CH3:2])([CH3:3])[c:4]1[cH:5][cH:6][c:7]([N:10]([CH2:11][CH2:12][CH2:13][c:14]2[cH:15][c:16]([O:20][CH2:37][C:38](=[O:39])[OH:40])[cH:17][cH:18][cH:19]2)[CH2:21][c:22]2[cH:23][cH:24][c:25]([O:28][C:29]([F:30])([F:31])[F:32])[cH:26][cH:27]2)[n:8][cH:9]1. Reactants: CCCc1c(CCCCO[Si](C)(C)C(C)(C)C)ccc2c(C(F)(F)F)noc12, C1CCOC1, CCCC[N+](CCCC)(CCCC)CCCC, [F-], [Na+], O=C([O-])O. The product is CCCc1c(CCCCO)ccc2c(C(F)(F)F)noc12. Reaction SMILES: [C:1]([Si:2]([CH3:3])([CH3:4])[O:6][CH2:7][CH2:8][CH2:9][CH2:10][c:11]1[c:12]([CH2:24][CH2:25][CH3:26])[c:13]2[c:14]([c:15]([C:18]([F:19])([F:20])[F:21])[n:16][o:17]2)[cH:22][cH:23]1)([CH3:5])([CH3:27])[CH3:28].[CH2:52]1[O:53][CH2:54][CH2:55][CH2:56]1.[CH3:30][CH2:31][CH2:32][CH2:33][N+:34]([CH2:35][CH2:36][CH2:37][CH3:38])([CH2:39][CH2:40][CH2:41][CH3:42])[CH2:43][CH2:44][CH2:45][CH3:46].[F-:29].[Na+:51].[O-:47][C:48]([OH:49])=[O:50]>>[OH:6][CH2:7][CH2:8][CH2:9][CH2:10][c:11]1[c:12]([CH2:24][CH2:25][CH3:26])[c:13]2[c:14]([c:15]([C:18]([F:19])([F:20])[F:21])[n:16][o:17]2)[cH:22][cH:23]1. Reactants: O=Cc1cccc(Br)c1, COC(=O)c1cccc(N)c1F, Cc1ccccc1, Cc1ccc(S(=O)(=O)O)cc1. Yields the product COC(=O)c1cccc(N=Cc2cccc(Br)c2)c1F. As a reaction SMILES: [Br:13][c:14]1[cH:15][c:16]([CH:17]=[O:18])[cH:19][cH:20][cH:21]1.[CH3:1][O:2][C:3]([c:4]1[c:5]([F:11])[c:6]([NH2:10])[cH:7][cH:8][cH:9]1)=[O:12].[CH3:33][c:34]1[cH:35][cH:36][cH:37][cH:38][cH:39]1.[c:22]1([CH3:23])[cH:24][cH:25][c:26]([S:27]([OH:28])(=[O:29])=[O:30])[cH:31][cH:32]1>>[CH3:1][O:2][C:3]([c:4]1[c:5]([F:11])[c:6]([N:10]=[CH:17][c:16]2[cH:15][c:14]([Br:13])[cH:21][cH:20][cH:19]2)[cH:7][cH:8][cH:9]1)=[O:12]. The reactants are CO, CC#N, ClCCl, Nc1ccc(C(=O)O)cn1. The product is COC(=O)c1ccc(N)nc1. Reaction SMILES: [CH3:11][OH:12].[CH3:13][C:14]#[N:15].[Cl:16][CH2:17][Cl:18].[NH2:1][c:2]1[n:3][cH:4][c:5]([C:6](=[O:7])[OH:8])[cH:9][cH:10]1>>[NH2:1][c:2]1[n:3][cH:4][c:5]([C:6](=[O:7])[O:8][CH3:11])[cH:9][cH:10]1.